This data is from the Open Reaction Database (ORD), a public repository of structured organic reaction records. The task is: describe an organic reaction: reactants, conditions, products, and yield Starting materials: NC(=O)C1(CCN(CC1)C(=O)OC(C)(C)C)C (tert-butyl 4-(aminocarbonyl)-4-methylpiperidine-1-carboxylate), O.C1(=CC=C(C=C1)S(=O)(=O)O)C (p-toluenesulfonic acid monohydrate), CC=1C=CC(=CC1)S(=O)(=O)O (p-toluenesulfonate). Solvent: C(C)(C)O (isopropanol). Conditions: temperature 80 celsius, time 45 minute. The product is CC1(CCNCC1)C(=O)N (4-methylpiperidine-4-carboxamide). As a reaction SMILES: [NH2:1][C:2]([C:4]1([CH3:17])[CH2:9][CH2:8][N:7](C(OC(C)(C)C)=O)[CH2:6][CH2:5]1)=[O:3].O.C1(C)C=CC(S(O)(=O)=O)=CC=1.CC1C=CC(S(O)(=O)=O)=CC=1>C(O)(C)C>[CH3:17][C:4]1([C:2]([NH2:1])=[O:3])[CH2:9][CH2:8][NH:7][CH2:6][CH2:5]1 |f:1.2|. Procedure details: A 500-mL three-neck round bottom flask was equipped with an overhead mechanical paddle stirrer, thermocouple with N2-inlet, and reflux condenser that was vented to the atmosphere. The reactor was charged with the product of Example 9 (45.68 g, 188.5 mmol), p-toluenesulfonic acid monohydrate (46.67 g, 2453 mmol, 1.3 equiv) and isopropanol (179.2 g). The mixture was warmed to 80±10° C. After 45 minutes, the reaction solution was allowed to slowly cool; at about 78° C. the p-toluenesulfonate salt o... The reactants are C([O-])(O)=O.[Na+] (sodium bicarbonate), [Al+3].[Cl-].[Cl-].[Cl-] (AlCl3), FC1=C(OC=2C=3N(N=CC2)C=CC3)C=CC(=C1)[N+](=O)[O-] (4-(2-fluoro-4-nitrophenoxy)pyrrolo[1,2-b]pyridazine), C(C)(=O)Cl (acetyl chloride). Conditions: time 1 hour. Reported procedure: AlCl3 (1.46 g, 10.98 mmol) was added to a solution of 4-(2-fluoro-4-nitrophenoxy)pyrrolo[1,2-b]pyridazine (600 mg, 2.19 mmol) in dichloroethane (60 mL). After stirring at room temperature for 1 hour and adding acetyl chloride (0.17 mL, 2.42 mmol), the mixture was further stirred for 3 hours. The resulting reaction mixture was neutralized with saturated sodium bicarbonate aqueous solution. The resulting mixture was filtered through celite. After phase separation of the filtrate, the organic layer... Product: FC1=C(OC=2C=3N(N=CC2)C=CC3C(C)=O)C=CC(=C1)[N+](=O)[O-] (1-(4-(2-fluoro-4-nitrophenoxy)pyrrolo[1,2-b]pyridazin-5-yl)ethanone). Isolated yield 92.7%. Run in ClC(C)Cl (dichloroethane). Reaction SMILES: [Al+3].[Cl-].[Cl-].[Cl-].[F:5][C:6]1[CH:21]=[C:20]([N+:22]([O-:24])=[O:23])[CH:19]=[CH:18][C:7]=1[O:8][C:9]1[C:10]2[N:11]([CH:15]=[CH:16][CH:17]=2)[N:12]=[CH:13][CH:14]=1.[C:25](Cl)(=[O:27])[CH3:26].C(=O)(O)[O-].[Na+]>ClC(Cl)C>[F:5][C:6]1[CH:21]=[C:20]([N+:22]([O-:24])=[O:23])[CH:19]=[CH:18][C:7]=1[O:8][C:9]1[C:10]2[N:11]([CH:15]=[CH:16][C:17]=2[C:25](=[O:27])[CH3:26])[N:12]=[CH:13][CH:14]=1 |f:0.1.2.3,6.7|. Reactants: CC1=NN=C2N1C1=C(C=C2)N(C(=C1)C)CC1=CC=C(C=C1)CO ({4-[(1,7-dimethyl-6H-pyrrolo[2,3-e][1,2,4]triazolo[4,3-a]pyridin-6-yl)methyl]phenyl}methanol), CNC (dimethylamine), C1CCOC1 (THF). Product: CC1=NN=C2N1C1=C(C=C2)N(C(=C1)C)CC1=CC=C(C=C1)CN(C)C (1-{4-[(1,7-dimethyl-6H-pyrrolo[2,3-e][1,2,4]triazolo[4,3-a]pyridin-6-yl)methyl]phenyl}-N,N-dimethylmethanamine). As a reaction SMILES: [CH3:1][C:2]1[N:6]2[C:7]3[CH:13]=[C:12]([CH3:14])[N:11]([CH2:15][C:16]4[CH:21]=[CH:20][C:19]([CH2:22]O)=[CH:18][CH:17]=4)[C:8]=3[CH:9]=[CH:10][C:5]2=[N:4][N:3]=1.[CH3:24][NH:25][CH3:26].C1COCC1>>[CH3:1][C:2]1[N:6]2[C:7]3[CH:13]=[C:12]([CH3:14])[N:11]([CH2:15][C:16]4[CH:21]=[CH:20][C:19]([CH2:22][N:25]([CH3:26])[CH3:24])=[CH:18][CH:17]=4)[C:8]=3[CH:9]=[CH:10][C:5]2=[N:4][N:3]=1. Procedure: The title compound was prepared according to the procedures of Example 45, using the alcohol of Example 49 as starting material and using 2.0 M dimethylamine in THF (0.15 mL, 0.30 mmol, Aldrich) in the displacement (8.0 mg, 49%). The reactants are C(=O)([O-])[O-].[Na+].[Na+] (Na2CO3), FC(S(=O)(=O)OC1=C(C=C(C=C1)CCC#N)CC(C)C)(F)F (4-(2-cyanoethyl)-2-isobutylphenyl trifluoromethanesulfonate), C(C1=CC=CC=C1)C=1C=C(C=CC1OC)B(O)O (3-benzyl-4-methoxy-benzene-1-boronic acid). The reagents and catalysts are C=1C=CC(=CC1)[P](C=2C=CC=CC2)(C=3C=CC=CC3)[Pd]([P](C=4C=CC=CC4)(C=5C=CC=CC5)C=6C=CC=CC6)([P](C=7C=CC=CC7)(C=8C=CC=CC8)C=9C=CC=CC9)[P](C=1C=CC=CC1)(C=1C=CC=CC1)C=1C=CC=CC1 (Pd(Ph3P)4). Solvent: COCCOC.CCO (DME EtOH). Reaction conditions: temperature 80 celsius. Product: Hexanes EtOAc, C(C1=CC=CC=C1)C=1C=C(C=CC1OC)C1=C(C=C(C=C1)CCC#N)CC(C)C (3-(3′-benzyl-2-isobutyl-4′-methoxy-1,1′-biphenyl-4-yl)propanenitrile). The yield is 52.1%. Reaction SMILES: FC(F)(F)S(O[C:7]1[CH:12]=[CH:11][C:10]([CH2:13][CH2:14][C:15]#[N:16])=[CH:9][C:8]=1[CH2:17][CH:18]([CH3:20])[CH3:19])(=O)=O.[CH2:23]([C:30]1[CH:31]=[C:32](B(O)O)[CH:33]=[CH:34][C:35]=1[O:36][CH3:37])[C:24]1[CH:29]=[CH:28][CH:27]=[CH:26][CH:25]=1.C([O-])([O-])=O.[Na+].[Na+]>COCCOC.CCO.C1C=CC([P]([Pd]([P](C2C=CC=CC=2)(C2C=CC=CC=2)C2C=CC=CC=2)([P](C2C=CC=CC=2)(C2C=CC=CC=2)C2C=CC=CC=2)[P](C2C=CC=CC=2)(C2C=CC=CC=2)C2C=CC=CC=2)(C2C=CC=CC=2)C2C=CC=CC=2)=CC=1>[CH2:23]([C:30]1[CH:31]=[C:32]([C:7]2[CH:12]=[CH:11][C:10]([CH2:13][CH2:14][C:15]#[N:16])=[CH:9][C:8]=2[CH2:17][CH:18]([CH3:20])[CH3:19])[CH:33]=[CH:34][C:35]=1[O:36][CH3:37])[C:24]1[CH:25]=[CH:26][CH:27]=[CH:28][CH:29]=1 |f:2.3.4,5.6,^1:59,61,80,99|. Procedure: 490 mg (1.46 mmol) Trifluoro-methanesulfonic acid 4-(2-Cyanoethyl)-2-isobutyl-phenyl ester (6), 505 mg (2.09 mmol, 1.4 eqv) crude 3-Benzyl-4-methoxy-benzene-1-boronic acid (22) and 169.4 mg (0.15 mmol, 0.1 eqv) Pd(Ph3P)4 were dissolved in 20 ml DME/EtOH (9+1). 1.46 ml (2.92 mmol, 2 eqv) of a 2 M aq. Na2CO3-solution was added to this yellow solution and the resulting mixture was heated at 80° C. for 17 h. After concentrating the mixture in vacuo the residue was taken up in water and extracted wit... The yield is 40.8%. Yields the product N1C=CC2=CC(=CN=C12)OC1=NC=NC2=CC(=C(C=C12)OC)OCCCN1CCN(CC1)S(=O)(=O)C (4-(7-azaindol-5-yloxy)-6-methoxy-7-(3-(4-methylsulphonylpiperazin-1-yl)propoxy)quinazoline). Run at temperature 85 celsius, time 3 hour. Run in CN(C)C=O (DMF). Procedure: A suspension of 4-chloro-6-methoxy-7-(3-(4-methylsulphonylpiperazin-1-yl)propoxy)quinazoline (0.25 g, 0.66 mmol), 5-hydroxy-7-azaindole (0.089 g, 0.663 mmol), (prepared as described for the starting material in Example 2), and potassium carbonate (0.091 g, 0.66 mmol) in DMF (3 ml) was stirred at 85° C. for 3 hours. The mixture was filtered and the filtrate was purified by preparative LCtMS eluting with acetonitrile/water (containing 1% acetic acid). The fractions containing the expected product ... Starting materials: ClC1=NC=NC2=CC(=C(C=C12)OC)OCCCN1CCN(CC1)S(=O)(=O)C (4-chloro-6-methoxy-7-(3-(4-methylsulphonylpiperazin-1-yl)propoxy)quinazoline), OC=1C=C2C=CNC2=NC1 (5-hydroxy-7-azaindole), C([O-])([O-])=O.[K+].[K+] (potassium carbonate). RXN SMILES: Cl[C:2]1[C:11]2[C:6](=[CH:7][C:8]([O:14][CH2:15][CH2:16][CH2:17][N:18]3[CH2:23][CH2:22][N:21]([S:24]([CH3:27])(=[O:26])=[O:25])[CH2:20][CH2:19]3)=[C:9]([O:12][CH3:13])[CH:10]=2)[N:5]=[CH:4][N:3]=1.[OH:28][C:29]1[CH:30]=[C:31]2[C:35](=[N:36][CH:37]=1)[NH:34][CH:33]=[CH:32]2.C(=O)([O-])[O-].[K+].[K+]>CN(C=O)C>[NH:34]1[C:35]2[C:31](=[CH:30][C:29]([O:28][C:2]3[C:11]4[C:6](=[CH:7][C:8]([O:14][CH2:15][CH2:16][CH2:17][N:18]5[CH2:23][CH2:22][N:21]([S:24]([CH3:27])(=[O:26])=[O:25])[CH2:20][CH2:19]5)=[C:9]([O:12][CH3:13])[CH:10]=4)[N:5]=[CH:4][N:3]=3)=[CH:37][N:36]=2)[CH:32]=[CH:33]1 |f:2.3.4|. Reactants: C#C (acetylene), H2PtCl6 IPA, Cl[SiH](Cl)C([SiH](Cl)Cl)[SiH](Cl)Cl (tris(dichlorosilyl)methane), H2PtC6. Conditions: time 8 hour. The product is Cl[Si]1(C([Si](C=C1)(Cl)Cl)[SiH](Cl)Cl)Cl (1,1,3,3-tetrachloro-2-dichlorosilyl-1,3-disilacyclopent-4-ene). Yield: 31.7%. As a reaction SMILES: [CH:1]#[CH:2].[Cl:3][SiH:4]([CH:6]([SiH:10]([Cl:12])[Cl:11])[SiH:7]([Cl:9])[Cl:8])[Cl:5]>>[Cl:3][Si:4]1([Cl:5])[CH:2]=[CH:1][Si:7]([Cl:9])([Cl:8])[CH:6]1[SiH:10]([Cl:12])[Cl:11]. Reported procedure: Hydrosilation of acetylene with tris(dichlorosilyl)methane in the presence of H2PtC6. Into the same apparatus as described in Example 1 were placed 220 μl of a 0.1 M H2PtCl6 /IPA solution and the flask placed under a dry nitrogen atmosphere. The IPA was removed from the flask under vacuum and 5.31 g of tris(dichlorosilyl)methane and 30 ml of dried benzene added to form a mixture. Acetylene gas was blown into the mixture at a rate of 90 ml per minute for 8 hours. The resulting mixture was vacuum ... Starting materials: N[C@H]1CN(CC1)C(=O)OC(C)(C)C ((R)-tert-butyl 3-aminopyrrolidine-1-carboxylate), [Si](C)(C)(C)N=C=O (TMS-NCO), CCN(C(C)C)C(C)C (DIPEA). Run in ClCCl (dichloromethane). Run at time 8 hour. Product: N(C(=O)N)[C@H]1CN(CC1)C(=O)OC(C)(C)C ((R)-tert-butyl 3-ureidopyrrolidine-1-carboxylate). RXN SMILES: [NH2:1][C@@H:2]1[CH2:6][CH2:5][N:4]([C:7]([O:9][C:10]([CH3:13])([CH3:12])[CH3:11])=[O:8])[CH2:3]1.[Si]([N:18]=[C:19]=[O:20])(C)(C)C.CCN(C(C)C)C(C)C>ClCCl>[NH:1]([C@@H:2]1[CH2:6][CH2:5][N:4]([C:7]([O:9][C:10]([CH3:13])([CH3:12])[CH3:11])=[O:8])[CH2:3]1)[C:19]([NH2:18])=[O:20]. Reported procedure: To a solution of (R)-tert-butyl 3-aminopyrrolidine-1-carboxylate (180 mg, 1 mmol) in dichloromethane was added TMS-NCO (1 g, 8.7 mmol) and DIPEA (1.2 g, 10 mmol). The mixture was stirred at room temperature overnight, then was concentrated in vacuo. The residue was treated with EtOAc/H2O, the organic layer was combined, washed with brine, dried over anhydrous sodium sulfate, filtered, and concentrated to give the crude title compound. Starting materials: CC1SC(C(=O)O)Cc2cc3c(cc2C1=O)OCO3, CN(C)C=O, ClCCl, CCOP(=O)(Cc1ccc(N)cc1)OCC, O, On1nnc2ccccc21. Product: CCOP(=O)(Cc1ccc(NC(=O)C2Cc3cc4c(cc3C(=O)C(C)S2)OCO4)cc1)OCC. As a reaction SMILES: [CH3:1][CH:2]1[C:3](=[O:19])[c:4]2[c:5]([cH:12][c:13]3[c:14]([cH:15]2)[O:16][CH2:17][O:18]3)[CH2:6][CH:7]([C:9](=[O:10])[OH:11])[S:8]1.[CH3:50][N:51]([CH3:52])[CH:53]=[O:54].[Cl:47][CH2:48][Cl:49].[NH2:20][c:21]1[cH:22][cH:23][c:24]([CH2:25][P:26]([O:27][CH2:28][CH3:29])([O:30][CH2:31][CH3:32])=[O:33])[cH:34][cH:35]1.[OH2:46].[OH:36][n:37]1[c:38]2[cH:39][cH:40][cH:41][cH:42][c:43]2[n:44][n:45]1>>[CH3:1][CH:2]1[C:3](=[O:19])[c:4]2[c:5]([cH:12][c:13]3[c:14]([cH:15]2)[O:16][CH2:17][O:18]3)[CH2:6][CH:7]([C:9](=[O:11])[NH:20][c:21]2[cH:22][cH:23][c:24]([CH2:25][P:26]([O:27][CH2:28][CH3:29])([O:30][CH2:31][CH3:32])=[O:33])[cH:34][cH:35]2)[S:8]1.